This data is from the Open Reaction Database (ORD), a public repository of structured organic reaction records. The task is: describe an organic reaction: reactants, conditions, products, and yield The reactants are C(C1=CC=CC=C1)OC(=O)NC(C(=O)O)(C)C (2-(benzyloxycarbonylamino)-2-methyl-propanoic acid), C(C)O (ethanol), C1(=CC=C(C=C1)S(=O)(=O)O)C (p-toluenesulfonic acid). Solvent: C1(=CC=CC=C1)C (toluene). Reaction conditions: temperature 80 celsius, time 8 hour. The product is C(C1=CC=CC=C1)OC(=O)NC(C(=O)OCC)(C)C (Ethyl 2-(benzyloxycarbonylamino)-2-methyl-propanoate). RXN SMILES: [CH2:1]([O:8][C:9]([NH:11][C:12]([CH3:17])([CH3:16])[C:13]([OH:15])=[O:14])=[O:10])[C:2]1[CH:7]=[CH:6][CH:5]=[CH:4][CH:3]=1.[CH2:18](O)[CH3:19].C1(C)C=CC(S(O)(=O)=O)=CC=1>C1(C)C=CC=CC=1>[CH2:1]([O:8][C:9]([NH:11][C:12]([CH3:17])([CH3:16])[C:13]([O:15][CH2:18][CH3:19])=[O:14])=[O:10])[C:2]1[CH:3]=[CH:4][CH:5]=[CH:6][CH:7]=1. Procedure: To a solution of 2-(benzyloxycarbonylamino)-2-methyl-propanoic acid (which may be prepared as described in Description 32) (5000 mg, 21.08 mmol) in toluene (50 mL) was added ethanol (5 mL) and p-toluenesulfonic acid (400.89 mg, 2.11 mmol). The solution was stirred at 80° C. overnight. The reaction mixture was evaporated and the residues dissolved in EtOAc and washed with saturated aqueous sodium bicarbonate. The aqueous phase was back extracted into EtOAc. The combined organics were dried over m... Starting materials: C1CCOC1, CCN=C=NCCCN(C)C, CN(C)c1ccncc1, Nc1ncc(C(F)(F)F)cc1Cl, Cl, CC(C)(C)COc1c(C=Cc2nc3sccn3c2C(=O)O)cccc1OC(F)F, CN(C)C=O. The product is CC(C)(C)COc1c(C=Cc2nc3sccn3c2C(=O)Nc2ncc(C(F)(F)F)cc2Cl)cccc1OC(F)F. RXN SMILES: [CH2:54]1[O:55][CH2:56][CH2:57][CH2:58]1.[CH3:42][CH2:43][N:44]=[C:45]=[N:46][CH2:47][CH2:48][CH2:49][N:50]([CH3:51])[CH3:52].[CH3:59][N:60]([c:61]1[cH:62][cH:63][n:64][cH:65][cH:66]1)[CH3:67].[Cl:30][c:31]1[c:32]([NH2:41])[n:33][cH:34][c:35]([C:37]([F:38])([F:39])[F:40])[cH:36]1.[ClH:53].[F:1][CH:2]([O:3][c:4]1[c:5]([O:23][CH2:24][C:25]([CH3:26])([CH3:27])[CH3:28])[c:6]([CH:10]=[CH:11][c:12]2[n:13][c:14]3[s:15][cH:16][cH:17][n:18]3[c:19]2[C:20](=[O:21])[OH:22])[cH:7][cH:8][cH:9]1)[F:29].[O:68]=[CH:69][N:70]([CH3:71])[CH3:72]>>[F:1][CH:2]([O:3][c:4]1[c:5]([O:23][CH2:24][C:25]([CH3:26])([CH3:27])[CH3:28])[c:6]([CH:10]=[CH:11][c:12]2[n:13][c:14]3[s:15][cH:16][cH:17][n:18]3[c:19]2[C:20](=[O:21])[NH:41][c:32]2[c:31]([Cl:30])[cH:36][c:35]([C:37]([F:38])([F:39])[F:40])[cH:34][n:33]2)[cH:7][cH:8][cH:9]1)[F:29].